From a dataset of the Open Reaction Database (ORD), a public repository of structured organic reaction records. describe an organic reaction: reactants, conditions, products, and yield The reactants are [BH3-]C#N, CC(=O)O, CO, Cc1cccc(Cl)c1C=O, N#Cc1cc(-c2cccnc2)nn1-c1ccc(N)cc1, [Na+]. The product is Cc1cccc(Cl)c1CNc1ccc(-n2nc(-c3cccnc3)cc2C#N)cc1. As a reaction SMILES: [C:31]([BH3-:32])#[N:33].[CH3:35][C:36](=[O:37])[OH:38].[CH3:39][OH:40].[Cl:21][c:22]1[c:23]([CH:24]=[O:25])[c:26]([CH3:30])[cH:27][cH:28][cH:29]1.[NH2:1][c:2]1[cH:3][cH:4][c:5](-[n:8]2[n:9][c:10](-[c:15]3[cH:16][n:17][cH:18][cH:19][cH:20]3)[cH:11][c:12]2[C:13]#[N:14])[cH:6][cH:7]1.[Na+:34]>>[NH:1]([c:2]1[cH:3][cH:4][c:5](-[n:8]2[n:9][c:10](-[c:15]3[cH:16][n:17][cH:18][cH:19][cH:20]3)[cH:11][c:12]2[C:13]#[N:14])[cH:6][cH:7]1)[CH2:24][c:23]1[c:22]([Cl:21])[cH:29][cH:28][cH:27][c:26]1[CH3:30].